From a dataset of the Open Reaction Database (ORD), a public repository of structured organic reaction records. describe an organic reaction: reactants, conditions, products, and yield The reactants are BrCC=1C=C(C=CC1)CC(=O)NCCC1=CC=C(C=C1)OCCCCCCCCCCCCCC (3-(bromomethyl)phenyl-N-[2-[4-(tetradecyloxy)phenyl]ethyl]acetamide), C[Sn](C=1SC=CN1)(C)C (2-(trimethylstannyl)thiazole), O1CCCC1 (tetrahydrofuran). The reagents and catalysts are Cl[Pd]Cl (PdCl2). Solvent: CCOCC (ether). Yields the product C(CCCCCCCCCCCCC)OC1=CC=C(C=C1)CCN(C(C)=O)C1=CC(=CC=C1)CC=1SC=CN1 (N-[2-[4-(Tetradecyloxy)phenyl]ethyl]-N-[3-(2-thiazolylmethyl)phenyl]acetamide). As a reaction SMILES: BrC[C:3]1[CH:4]=[C:5]([CH2:9][C:10]([NH:12][CH2:13][CH2:14][C:15]2[CH:20]=[CH:19][C:18]([O:21][CH2:22][CH2:23][CH2:24][CH2:25][CH2:26][CH2:27][CH2:28][CH2:29][CH2:30][CH2:31][CH2:32][CH2:33][CH2:34][CH3:35])=[CH:17][CH:16]=2)=O)[CH:6]=[CH:7][CH:8]=1.C[Sn](C)(C)C1[S:39][CH:40]=[CH:41][N:42]=1.[O:45]1CC[CH2:47][CH2:46]1>CCOCC.Cl[Pd]Cl>[CH2:22]([O:21][C:18]1[CH:17]=[CH:16][C:15]([CH2:14][CH2:13][N:12]([C:10]2[CH:8]=[CH:7][CH:6]=[C:5]([CH2:4][C:3]3[S:39][CH:40]=[CH:41][N:42]=3)[CH:9]=2)[C:46](=[O:45])[CH3:47])=[CH:20][CH:19]=1)[CH2:23][CH2:24][CH2:25][CH2:26][CH2:27][CH2:28][CH2:29][CH2:30][CH2:31][CH2:32][CH2:33][CH2:34][CH3:35]. Procedure: A mixture of 1.3 g of N-[3-(bromomethyl)phenyl-N-[2-[4-(tetradecyloxy)phenyl]ethyl]acetamide, 787.04 mg of 2-(trimethylstannyl)thiazole and 83.77 mg of PdCl2 (PO)2 in 30 ml of tetrahydrofuran is stirred at reflux for 14 hours. The mixture is diluted with ether and filtered through a pad of silica gel. The filtrate is washed with 1N sodium hydroxide, dried and filtered through a pad of alumina. The solvent is evaporated and the residue chromatographed on silica gel using 1:1 ethyl acetate:hexane ... Starting materials: CCCc1nc(C)c(C(=O)O)s1, CN(C)C=O, O=C(Cl)Cl, Cc1ccccc1C. Yields the product CCCc1nc(C)c(C(=O)O)s1, [Cl-]. As a reaction SMILES: [CH2:1]([CH2:2][CH3:3])[c:4]1[s:5][c:6]([C:10](=[O:11])[OH:12])[c:7]([CH3:9])[n:8]1.[CH3:13][N:14]([CH3:15])[CH:16]=[O:17].[Cl:18][C:19](=[O:20])[Cl:21].[c:22]1([CH3:23])[c:24]([CH3:25])[cH:26][cH:27][cH:28][cH:29]1>>[CH2:1]([CH2:2][CH3:3])[c:4]1[s:5][c:6]([C:10](=[O:11])[OH:12])[c:7]([CH3:9])[n:8]1.[Cl-:18]. Starting materials: C(C)(C)(C)OC(=O)N1C[C@@H](CC1)CSCC1=CC=C(C=C1)F ((3R)-1-(tert-butoxycarbonyl)-3-[(4-fluorobenzylthio)methyl]pyrrolidine), ClC=1C=C(C(=O)OO)C=CC1 (3-chloroperoxybenzoic acid). The solvent is C(C)(=O)OCC (ethyl acetate). The product is C(C)(C)(C)OC(=O)N1C[C@@H](CC1)CS(=O)CC1=CC=C(C=C1)F ((3R)-1-(tert-Butoxycarbonyl)-3-[(4-fluorobenzylsulfinyl)methyl]pyrrolidine). Isolated yield 85.6%. Reaction SMILES: [C:1]([O:5][C:6]([N:8]1[CH2:12][CH2:11][C@@H:10]([CH2:13][S:14][CH2:15][C:16]2[CH:21]=[CH:20][C:19]([F:22])=[CH:18][CH:17]=2)[CH2:9]1)=[O:7])([CH3:4])([CH3:3])[CH3:2].ClC1C=C(C=CC=1)C(OO)=[O:28]>C(OCC)(=O)C>[C:1]([O:5][C:6]([N:8]1[CH2:12][CH2:11][C@@H:10]([CH2:13][S:14]([CH2:15][C:16]2[CH:21]=[CH:20][C:19]([F:22])=[CH:18][CH:17]=2)=[O:28])[CH2:9]1)=[O:7])([CH3:4])([CH3:2])[CH3:3]. Procedure: Using a similar procedure to that described in Example 107, step 1, (3R)-1-(tert-butoxycarbonyl)-3-[(4-fluorobenzylthio)methyl]pyrrolidine (0.5818 g, 1.79 mmol) was reacted with 57-86% 3-chloroperoxybenzoic acid (0.4477 g) in ethyl acetate (35ml) to give 0.5233 g (86%) of the title compound as a colourless oil. δH (360 MHz, CDCl3) 1.45 (9H, s), 1.66 (1H, m), 2.15 (1H, m), 2.54(1H, m), 2.63-2.71 (2H, m), 3.03 (1H, m), 3.31 (1H, m), 3.44 (1H, m), 3.65 (1H, m), 3.96 (2H, s), 7.08 (2H, t, J=8.6 Hz),... Reactants: C(CCCC)C(CO)CO (2-Pentyl-1,3-propanediol), COC(=O)C1CCC(CC1)C=O (4-formylcyclohexane carboxylic acid methyl ester). The solvent is C1(=CC=CC=C1)C (toluene). Product: COC(=O)C1CCC(CC1)C1OCC(CO1)CCCCC (4-(5-pentyl-1,3-dioxane-2-yl)cyclohexanecarboxylic acid methylester). Isolated yield 85.1%. RXN SMILES: [CH2:1]([CH:6]([CH2:9][OH:10])[CH2:7][OH:8])[CH2:2][CH2:3][CH2:4][CH3:5].[CH3:11][O:12][C:13]([CH:15]1[CH2:20][CH2:19][CH:18]([CH:21]=O)[CH2:17][CH2:16]1)=[O:14]>C1(C)C=CC=CC=1>[CH3:11][O:12][C:13]([CH:15]1[CH2:20][CH2:19][CH:18]([CH:21]2[O:10][CH2:9][CH:6]([CH2:1][CH2:2][CH2:3][CH2:4][CH3:5])[CH2:7][O:8]2)[CH2:17][CH2:16]1)=[O:14]. Procedure: 2-Pentyl-1,3-propanediol 17.0 g (116 mol) and 4-formylcyclohexane carboxylic acid methyl ester 18.8 g (111 mmol) were dissolved in toluene 120 ml, and PTS 1.0 g was added, and the mixture was refluxed with heating for 3 hours while removing water formed with Dien-Stark. The reactant was washed with a saturated sodium bicarbonate aqueous solution, and then with saturated sodium chloride aqueous solution, and dried over anhydrous magnesium sulfate, and the solvent was distilled off. The residue wa... The reactants are O=C(O)c1ccc(Br)nc1, Cc1cc(C2CC2)cnc1N1CCNCC1, Cl. The product is Cc1cc(C2CC2)cnc1N1CCN(C(=O)c2ccc(Br)nc2)CC1. RXN SMILES: [Br:1][c:2]1[n:3][cH:4][c:5]([C:6](=[O:7])[OH:8])[cH:9][cH:10]1.[CH:12]1([c:15]2[cH:16][c:17]([CH3:27])[c:18]([N:21]3[CH2:22][CH2:23][NH:24][CH2:25][CH2:26]3)[n:19][cH:20]2)[CH2:13][CH2:14]1.[ClH:11]>>[Br:1][c:2]1[n:3][cH:4][c:5]([C:6](=[O:8])[N:24]2[CH2:23][CH2:22][N:21]([c:18]3[c:17]([CH3:27])[cH:16][c:15]([CH:12]4[CH2:13][CH2:14]4)[cH:20][n:19]3)[CH2:26][CH2:25]2)[cH:9][cH:10]1. Reactants: C(C(=O)O)(=O)O.C(C1=CC=CC=C1)NCCCC=1C=C(C(=O)N)C=CC1 (3-[3-(benzylamino)propyl]benzamide oxalate), C(C(=O)O)(=O)O.C(C1=CC=CC=C1)NCCCC1=C(C(=O)N)C=CC=C1 (3-(benzylamino)propylbenzamide hydrogen oxalate), C([O-])([O-])=O.[K+].[K+] (potassium carbonate), [OH-].[K+] (potassium hydroxide). Run in O (water), C(C)(=O)OCC (ethyl acetate). Yields the product C(C1=CC=CC=C1)NCCCC1=C(C(=O)N)C=CC=C1 (3-(benzylamino)propylbenzamide). As a reaction SMILES: C(O)(=O)C(O)=O.C(NCCCC1C=C(C=CC=1)C(N)=O)C1C=CC=CC=1.C(O)(=O)C(O)=O.[CH2:33]([NH:40][CH2:41][CH2:42][CH2:43][C:44]1[CH:52]=[CH:51][CH:50]=[CH:49][C:45]=1[C:46]([NH2:48])=[O:47])[C:34]1[CH:39]=[CH:38][CH:37]=[CH:36][CH:35]=1.C(=O)([O-])[O-].[K+].[K+].[OH-].[K+]>O.C(OCC)(=O)C>[CH2:33]([NH:40][CH2:41][CH2:42][CH2:43][C:44]1[CH:52]=[CH:51][CH:50]=[CH:49][C:45]=1[C:46]([NH2:48])=[O:47])[C:34]1[CH:35]=[CH:36][CH:37]=[CH:38][CH:39]=1 |f:0.1,2.3,4.5.6,7.8|. Procedure: To 6.7 g (0.0187 mole) of 3-[3-(benzylamino)propyl]benzamide oxalate (the product of step (g)) slurried in 20 ml water, 7.7 g (0.056 mole) potassium carbonate (and 700 mg potassium hydroxide) in 50 ml ethyl acetate was stirred until all solids were dissolved. The aqueous and ethyl acetate phases were separated. The aqueous layer was washed with about 30 ml ethyl acetate. The ethyl acetate extracts were combined, washed over saturated saline and dried over sodium sulfate, filtered. The filtrate w... The reactants are CN(CCNC1=CC=C(C=N1)C(=O)N1CC=2N(CC3=C1C=CC=C3)C=CC2)C (10-[[6-[2-(dimethylamino)ethylamino]-3-pyridinyl]carbonyl]-10,11-dihydro-5H-pyrrolo[2,1-c][1,4]benzodiazepine), C(C)(C)N(CC)C(C)C (diisopropylethylamine), FC=1C=CC(=C(C(=O)Cl)C1)C (5-fluoro-2-methylbenzoyl chloride). The solvent is ClCCl (dichloromethane), ClCCl (dichloromethane). Run at time 16 hour. Product: CN(CCN(C(C1=C(C=CC(=C1)F)C)=O)C1=NC=C(C=C1)C(=O)N1CC=2N(CC3=C1C=CC=C3)C=CC2)C (N-[2-(Dimethylamino)ethyl]-N-[5-(5H-pyrrolo[2,1-c][1,4]benzodiazepin-10(11H) -ylcarbonyl)-2-pyridinyl]-5-fluoro-2-methylbenzamide). The yield is 78.3%. RXN SMILES: [CH3:1][N:2]([CH3:28])[CH2:3][CH2:4][NH:5][C:6]1[N:11]=[CH:10][C:9]([C:12]([N:14]2[C:20]3[CH:21]=[CH:22][CH:23]=[CH:24][C:19]=3[CH2:18][N:17]3[CH:25]=[CH:26][CH:27]=[C:16]3[CH2:15]2)=[O:13])=[CH:8][CH:7]=1.C(N(C(C)C)CC)(C)C.[F:38][C:39]1[CH:40]=[CH:41][C:42]([CH3:48])=[C:43]([CH:47]=1)[C:44](Cl)=[O:45]>ClCCl>[CH3:1][N:2]([CH3:28])[CH2:3][CH2:4][N:5]([C:6]1[CH:7]=[CH:8][C:9]([C:12]([N:14]2[C:20]3[CH:21]=[CH:22][CH:23]=[CH:24][C:19]=3[CH2:18][N:17]3[CH:25]=[CH:26][CH:27]=[C:16]3[CH2:15]2)=[O:13])=[CH:10][N:11]=1)[C:44](=[O:45])[C:43]1[CH:47]=[C:39]([F:38])[CH:40]=[CH:41][C:42]=1[CH3:48]. Procedure: To a solution of 0.75 g of 10-[[6-[2-(dimethylamino)ethylamino]-3-pyridinyl]carbonyl]-10,11-dihydro-5H-pyrrolo[2,1-c][1,4]benzodiazepine and 5 ml of diisopropylethylamine in 75 ml of dichloromethane is added (slowly) 0.35 g of 5-fluoro-2-methylbenzoyl chloride in 10 ml of dichloromethane. The mixture is stirred at room temperature for 16 hours and the solution washed well with water. The organic layer is dried (MgSO4) and the solvent removed under vacuum. The residue is purified by column chroma...